From a dataset of the Open Reaction Database (ORD), a public repository of structured organic reaction records. describe an organic reaction: reactants, conditions, products, and yield The reactants are CCCCCC, Cc1ccccc1, CCOC(C)=O, [Cl-], O=[N+]([O-])c1cnc(Cl)c([N+](=O)[O-])c1, [H-], [NH4+], [Na+], OCC(O)CO. Yields the product O=[N+]([O-])c1cnc(OCC(O)CO)c([N+](=O)[O-])c1. As a reaction SMILES: [CH3:24][CH2:25][CH2:26][CH2:27][CH2:28][CH3:29].[CH3:30][c:31]1[cH:32][cH:33][cH:34][cH:35][cH:36]1.[CH3:37][CH2:38][O:39][C:40](=[O:41])[CH3:42].[Cl-:22].[Cl:9][c:10]1[n:11][cH:12][c:13]([N+:19](=[O:20])[O-:21])[cH:14][c:15]1[N+:16](=[O:17])[O-:18].[H-:1].[NH4+:23].[Na+:2].[OH:3][CH2:4][CH:5]([OH:6])[CH2:7][OH:8]>>[OH:3][CH2:4][CH:5]([OH:6])[CH2:7][O:8][c:10]1[n:11][cH:12][c:13]([N+:19](=[O:20])[O-:21])[cH:14][c:15]1[N+:16](=[O:17])[O-:18]. Yields the product NC1=CC=C(C=C1)C=1NC2=C(N1)C=CC=C2 (2-(4-aminophenyl)-benzimidazole). As a reaction SMILES: [2H][C:2]1[C:7]([2H])=[C:6]([NH2:9])[C:5]([NH2:10])=[C:4]([2H])[C:3]=1[2H].[NH2:13][C:14]1[CH:22]=[CH:21][C:17]([C:18](O)=O)=[CH:16][CH:15]=1>O.C(=O)([O-])[O-].[K+].[K+]>[NH2:13][C:14]1[CH:22]=[CH:21][C:17]([C:18]2[NH:9][C:6]3[CH:7]=[CH:2][CH:3]=[CH:4][C:5]=3[N:10]=2)=[CH:16][CH:15]=1 |f:3.4.5|. Run at temperature 195 celsius. Procedure details: This intermediate was prepared according to the procedure given in E. Acalade et al., J. Org. Chem. 52:5009-15 (1987). A mixture of 3.21 g (0.0247 moles) of O-phenylenediamine, 3.93 g (0.0287 moles) of 4-aminobenzoic acid and 42 g of polyphosphoric acid was heated to 195° C. for 5 hours. After cooling to room temperature, the reaction mixture was diluted with 180 mL of water and basified to pH 8 with solid potassium carbonate. The resulting precipitate was collected, washed with water and dried ... The reactants are [2H]C1=C(C(=C(C(=C1[2H])N)N)[2H])[2H] (O-phenylenediamine), NC1=CC=C(C(=O)O)C=C1 (4-aminobenzoic acid), polyphosphoric acid. Isolated yield 88.2%. Run in O (water), C([O-])([O-])=O.[K+].[K+] (potassium carbonate). RXN SMILES: Br[C:2]1[C:11]2[C:6](=[CH:7][CH:8]=[CH:9][C:10]=2[NH:12][CH:13]2[CH2:18][CH2:17][N:16]([C:19]([O:21][C:22]([CH3:25])([CH3:24])[CH3:23])=[O:20])[CH2:15][CH2:14]2)[CH:5]=[N:4][CH:3]=1.[CH3:26][O-:27].[Na+].O>CO.N1C=CC=CC=1.[Cu]I>[CH3:26][O:27][C:2]1[C:11]2[C:6](=[CH:7][CH:8]=[CH:9][C:10]=2[NH:12][CH:13]2[CH2:18][CH2:17][N:16]([C:19]([O:21][C:22]([CH3:25])([CH3:24])[CH3:23])=[O:20])[CH2:15][CH2:14]2)[CH:5]=[N:4][CH:3]=1 |f:1.2|. The reagents and catalysts are [Cu]I (copper(I) iodide). Reported procedure: A suspension of Intermediate 71 (600 mg) and copper(I) iodide (141 mg, Kanto Chemicals) in methanol (5.5 ml) and pyridine (5.5 ml) was added with sodium methoxide (28% methanol solution, 1.7 ml, Wako Pure Chemical Industries) and stirred with heating at 65° C. for 24 hours. The reaction mixture was cooled to room temperature, then added with water (30 ml) and extracted three times with ethyl acetate (20 ml for each time). The combined organic layer was washed twice with saturated brine (30 ml fo... Reactants: C[O-].[Na+] (sodium methoxide), O (water), BrC1=CN=CC2=CC=CC(=C12)NC1CCN(CC1)C(=O)OC(C)(C)C (4-(4-bromo-5-isoquinolyl)amino-1-(tert-butoxycarbonyl)piperidine). Solvent: CO (methanol), N1=CC=CC=C1 (pyridine). Product: COC1=CN=CC2=CC=CC(=C12)NC1CCN(CC1)C(=O)OC(C)(C)C (4-(4-methoxy-5-isoquinolyl)amino-1-(tert-butoxycarbonyl)piperidine). Run at temperature 65 celsius.